This data is from the Open Reaction Database (ORD), a public repository of structured organic reaction records. The task is: describe an organic reaction: reactants, conditions, products, and yield Reactants: BrC=1C=NN2C1N=C(C=C2)N[C@H](C=O)C(C)C ((S)-2-(3-bromopyrazolo[1,5-a]pyrimidin-5-ylamino)-3-methylbutanal), COCCN (2-methoxyethanamine). Product: BrC=1C=NN2C1N=C(C=C2)N[C@H](CNCCOC)C(C)C ((S)—N2-(3-bromopyrazolo[1,5-a]pyrimidin-5-yl)-N1-(2-methoxyethyl)-3-methylbutane-1,2-diamine). Reaction SMILES: [Br:1][C:2]1[CH:3]=[N:4][N:5]2[CH:10]=[CH:9][C:8]([NH:11][C@@H:12]([CH:15]([CH3:17])[CH3:16])[CH:13]=O)=[N:7][C:6]=12.[CH3:18][O:19][CH2:20][CH2:21][NH2:22]>>[Br:1][C:2]1[CH:3]=[N:4][N:5]2[CH:10]=[CH:9][C:8]([NH:11][C@@H:12]([CH:15]([CH3:17])[CH3:16])[CH2:13][NH:22][CH2:21][CH2:20][O:19][CH3:18])=[N:7][C:6]=12. Procedure: (S)—N2-(3-bromopyrazolo[1,5-a]pyrimidin-5-yl)-N1-(2-methoxyethyl)-3-methylbutane-1,2-diamine was prepared by the procedure described in Example 15, Step 4, from (S)-2-(3-bromopyrazolo[1,5-a]pyrimidin-5-ylamino)-3-methylbutanal and 2-methoxyethanamine. LCMS (APCI+) m/z 356, 358 [M+H]+.